From a dataset of the Open Reaction Database (ORD), a public repository of structured organic reaction records. describe an organic reaction: reactants, conditions, products, and yield The reactants are CC(C)(C)c1cc(C(=O)c2cc[nH]c2)cc(C(C)(C)C)c1O, ClCCl, CC(C)=O, CC1(C)C(=O)N(Cl)C(=O)N1Cl. Yields the product CC(C)(C)c1cc(C(=O)c2c[nH]c(Cl)c2)cc(C(C)(C)C)c1O. As a reaction SMILES: [C:1]([CH3:2])([CH3:3])([CH3:4])[c:5]1[cH:6][c:7]([C:8](=[O:9])[c:10]2[cH:11][nH:12][cH:13][cH:14]2)[cH:15][c:16]([C:19]([CH3:20])([CH3:21])[CH3:22])[c:17]1[OH:18].[CH2:34]([Cl:35])[Cl:36].[CH3:37][C:38](=[O:39])[CH3:40].[Cl:23][N:24]1[C:25]([CH3:26])([CH3:27])[C:28](=[O:29])[N:30]([Cl:31])[C:32]1=[O:33]>>[C:1]([CH3:2])([CH3:3])([CH3:4])[c:5]1[cH:6][c:7]([C:8](=[O:9])[c:10]2[cH:11][nH:12][c:13]([Cl:23])[cH:14]2)[cH:15][c:16]([C:19]([CH3:20])([CH3:21])[CH3:22])[c:17]1[OH:18]. The reactants are C(CCC)OC(=O)N1C[C@H]([C@@H](CC1)CCCC1=CC=CC=C1)O (1-butyloxycarbonyl (trans)-3-hydroxy4-(3-phenylpropyl)piperidine), CCOC(=O)/N=N/C(=O)OCC (diethylazodicarboxylate), ClCC(=O)O (chloroacetic acid), C1(=CC=CC=C1)P(C1=CC=CC=C1)C1=CC=CC=C1 (triphenylphosphine). Run in C1CCOC1 (THF), CCOCC (ether). Run at time 16 hour. Yields the product C(CCC)OC(=O)N1C[C@H]([C@H](CC1)CCCC1=CC=CC=C1)OC(CCl)=O (1-Butyloxycarbonyl (cis)-3-(chloroacetoxy)-4-(3-phenylpropyl)piperidine). Reaction SMILES: [CH2:1]([O:5][C:6]([N:8]1[CH2:13][CH2:12][C@@H:11]([CH2:14][CH2:15][CH2:16][C:17]2[CH:22]=[CH:21][CH:20]=[CH:19][CH:18]=2)[C@H:10]([OH:23])[CH2:9]1)=[O:7])[CH2:2][CH2:3][CH3:4].[Cl:24][CH2:25][C:26](O)=[O:27].C1(P(C2C=CC=CC=2)C2C=CC=CC=2)C=CC=CC=1.CCOC(/N=N/C(OCC)=O)=O>C1COCC1.CCOCC>[CH2:1]([O:5][C:6]([N:8]1[CH2:13][CH2:12][C@H:11]([CH2:14][CH2:15][CH2:16][C:17]2[CH:22]=[CH:21][CH:20]=[CH:19][CH:18]=2)[C@H:10]([O:23][C:26](=[O:27])[CH2:25][Cl:24])[CH2:9]1)=[O:7])[CH2:2][CH2:3][CH3:4]. Procedure: To a solution of 0.242 g (0.75 mmol) of 1-butyloxycarbonyl (trans)-3-hydroxy4-(3-phenylpropyl)piperidine, 0.189 g (1.5 mmol) of chloroacetic acid, and 0.524 g (1.5 mmol) of triphenylphosphine in 5 mL of THF at 0° C. was slowly added 0.348 g (1.5 mmol) of diethylazodicarboxylate (DEAD). The reaction mixture was allowed to warm to rt and was stirred for 16 h. To the reaction mixture was added 20 mL of ether and it was filtered through a thin pad of celite. The filtrate was washed with sat'd NaHCO3... RXN SMILES: [Al+3:26].[CH2:1]([c:2]1[cH:3][cH:4][cH:5][cH:6][cH:7]1)[O:8][C:9](=[O:10])[NH:11][CH:12]1[CH2:13][CH2:14][c:15]2[cH:16][c:17]([C:21](=[O:22])[O:23][CH3:24])[cH:18][cH:19][c:20]21.[CH2:31]1[O:32][CH2:33][CH2:34][CH2:35]1.[H-:25].[H-:28].[H-:29].[H-:30].[Li+:27]>>[CH2:1]([c:2]1[cH:3][cH:4][cH:5][cH:6][cH:7]1)[O:8][C:9](=[O:10])[NH:11][CH:12]1[CH2:13][CH2:14][c:15]2[cH:16][c:17]([CH2:21][OH:22])[cH:18][cH:19][c:20]21. The product is O=C(NC1CCc2cc(CO)ccc21)OCc1ccccc1. Starting materials: [Al+3], COC(=O)c1ccc2c(c1)CCC2NC(=O)OCc1ccccc1, C1CCOC1, [H-], [H-], [H-], [H-], [Li+].